Task: describe an organic reaction: reactants, conditions, products, and yield. Dataset: the Open Reaction Database (ORD), a public repository of structured organic reaction records Reactants: O=C([O-])[O-], CS(C)=O, CC(C)I, [K+], [K+], On1nnc2ccc(Cn3ccnc3)cc21. Product: CC(C)On1nnc2ccc(Cn3ccnc3)cc21. As a reaction SMILES: [C:17](=[O:18])([O-:19])[O-:20].[CH3:27][S:28](=[O:29])[CH3:30].[I:23][CH:24]([CH3:25])[CH3:26].[K+:21].[K+:22].[n:1]1([CH2:6][c:7]2[cH:8][cH:9][c:10]3[c:11]([n:12]([OH:15])[n:13][n:14]3)[cH:16]2)[cH:2][n:3][cH:4][cH:5]1>>[n:1]1([CH2:6][c:7]2[cH:8][cH:9][c:10]3[c:11]([n:12]([O:15][CH:24]([CH3:25])[CH3:26])[n:13][n:14]3)[cH:16]2)[cH:2][n:3][cH:4][cH:5]1.